From a dataset of the Open Reaction Database (ORD), a public repository of structured organic reaction records. describe an organic reaction: reactants, conditions, products, and yield Starting materials: [OH-].[Na+] (sodium hydroxide), CCCC(C)C (iso-hexane), C(C)(C)(C)OC(N[C@@H]1CC[C@H](CC1)C=O)=O (Trans-(4-Formyl-cyclohexyl)carbamic acid tert-butyl ester), NC1=CC=CC=C1 (aniline), C(C)(=O)O[BH-](OC(C)=O)OC(C)=O.[Na+] (Sodium triacetoxyborohydride). The solvent is ClCCl (dichloromethane). Reaction conditions: time 2.5 hour. Product: C(C)(C)(C)OC(N[C@@H]1CC[C@H](CC1)CNC1=CC=CC=C1)=O (Trans-(4-Phenylaminomethyl-cyclohexyl)carbamic acid tert-butyl ester). As a reaction SMILES: [C:1]([O:5][C:6](=[O:16])[NH:7][C@H:8]1[CH2:13][CH2:12][C@H:11]([CH:14]=O)[CH2:10][CH2:9]1)([CH3:4])([CH3:3])[CH3:2].[NH2:17][C:18]1[CH:23]=[CH:22][CH:21]=[CH:20][CH:19]=1.C(O[BH-](OC(=O)C)OC(=O)C)(=O)C.[Na+].[OH-].[Na+].CCCC(C)C>ClCCl>[C:1]([O:5][C:6](=[O:16])[NH:7][C@H:8]1[CH2:13][CH2:12][C@H:11]([CH2:14][NH:17][C:18]2[CH:23]=[CH:22][CH:21]=[CH:20][CH:19]=2)[CH2:10][CH2:9]1)([CH3:4])([CH3:3])[CH3:2] |f:2.3,4.5|. Procedure: Trans-(4-Formyl-cyclohexyl)carbamic acid tert-butyl ester (3.27 g, 14.38 mmol) and aniline (1.98 mL, 15.81 mmol) are dissolved in dichloromethane (60 mL) at room temperature. Sodium triacetoxyborohydride (4.57 g, 21.57 mmol) is added in one portion and the mixture is stirred at room temperature for 2.5 hours. 1N sodium hydroxide solution (20 mL) is added and the mixture is stirred at room temperature for a further 10 minutes. The DCM layer is separated and washed successively with water and satu... Product: CCOC(=O)CCC1CCN(c2ccc(Cl)c(C(F)(F)F)c2)C1. Reaction SMILES: [Br:1][c:2]1[cH:3][c:4]([C:9]([F:10])([F:11])[F:12])[c:5]([Cl:8])[cH:6][cH:7]1.[NH:13]1[CH2:14][CH:15]([CH2:18][CH2:19][C:20](=[O:21])[O:22][CH2:23][CH3:24])[CH2:16][CH2:17]1>>[c:2]1([N:13]2[CH2:14][CH:15]([CH2:18][CH2:19][C:20](=[O:21])[O:22][CH2:23][CH3:24])[CH2:16][CH2:17]2)[cH:3][c:4]([C:9]([F:10])([F:11])[F:12])[c:5]([Cl:8])[cH:6][cH:7]1. Starting materials: FC(F)(F)c1cc(Br)ccc1Cl, CCOC(=O)CCC1CCNC1. Reactants: CC(C)(C)OC(=O)n1c(C#N)ccc1-c1ccc2c(c1)C(C)(c1cccs1)OCC(=O)N2, C1CCOC1. Product: CC1(c2cccs2)OCC(=O)Nc2ccc(-c3ccc(C#N)[nH]3)cc21. Reaction SMILES: [C:1](#[N:2])[c:3]1[n:4]([C:26]([O:27][C:28]([CH3:29])([CH3:30])[CH3:31])=[O:32])[c:5](-[c:8]2[cH:9][cH:10][c:11]3[c:12]([cH:25]2)[C:13]([c:19]2[s:20][cH:21][cH:22][cH:23]2)([CH3:24])[O:14][CH2:15][C:16](=[O:18])[NH:17]3)[cH:6][cH:7]1.[CH2:33]1[O:34][CH2:35][CH2:36][CH2:37]1>>[C:1](#[N:2])[c:3]1[nH:4][c:5](-[c:8]2[cH:9][cH:10][c:11]3[c:12]([cH:25]2)[C:13]([c:19]2[s:20][cH:21][cH:22][cH:23]2)([CH3:24])[O:14][CH2:15][C:16](=[O:18])[NH:17]3)[cH:6][cH:7]1. Reactants: COC(C1=CC=C(C=C1)C(CCCC(F)(F)F)OC1=CC=C(C=C1)Br)=O (Racemic 4-[1-(4-bromo-phenoxy)-5,5,5-trifluoro-pentyl]-benzoic acid methyl ester), Cl (hydrochloric acid). Run in C(C)OCC (diethyl ether), O (water), O1CCCC1 (tetrahydrofuran), [OH-].[Na+] (sodium hydroxide). Yields the product BrC1=CC=C(OC(CCCC(F)(F)F)C2=CC=C(C(=O)O)C=C2)C=C1 (Racemic 4-[1-(4-Bromo-phenoxy)-5,5,5-trifluoro-pentyl]-benzoic acid). The yield is 89.7%. RXN SMILES: C[O:2][C:3](=[O:26])[C:4]1[CH:9]=[CH:8][C:7]([CH:10]([O:18][C:19]2[CH:24]=[CH:23][C:22]([Br:25])=[CH:21][CH:20]=2)[CH2:11][CH2:12][CH2:13][C:14]([F:17])([F:16])[F:15])=[CH:6][CH:5]=1.Cl>O1CCCC1.[OH-].[Na+].C(OCC)C.O>[Br:25][C:22]1[CH:21]=[CH:20][C:19]([O:18][CH:10]([C:7]2[CH:6]=[CH:5][C:4]([C:3]([OH:26])=[O:2])=[CH:9][CH:8]=2)[CH2:11][CH2:12][CH2:13][C:14]([F:17])([F:16])[F:15])=[CH:24][CH:23]=1 |f:3.4|. Reported procedure: Racemic 4-[1-(4-bromo-phenoxy)-5,5,5-trifluoro-pentyl]-benzoic acid methyl ester (7.80 g, 18.1 mmol) is dissolved in the tetrahydrofuran (75 mL) and sodium hydroxide (25 mL, 5N) is added. The reaction is heated to reflux under nitrogen. The reaction is monitored by HPLC, and upon complete conversion, the reaction is neutralized with hydrochloric acid (25 mL, 5N) and diluted with diethyl ether and water. The two phases are separated, and the organic layer is washed, dried, and concentrated. The t... Starting materials: S(=O)(=O)(Cl)Cl (Sulfuryl chloride), C1(CC1)N1C(C2=CC=C(C=C2C1)C1=NN(C2=NC(=CC=C21)C2=C(C(=CC(=C2)OC)OC)F)C2OCCCC2)=O (2-cyclopropyl-5-[6-(2-fluoro-3,5-dimethoxyphenyl)-1-(tetrahydro-2H-pyran-2-yl)-1H-pyrazolo[3,4-b]pyridin-3-yl]isoindolin-1-one). Solvent: C(Cl)Cl (methylene chloride), CO (methanol). Reaction conditions: time 30 minute. Product: ClC1=C(C(=C(C=C1OC)OC)F)C1=CC=C2C(=N1)NN=C2C=2C=C1CN(C(C1=CC2)=O)C2CC2 (5-[6-(2-chloro-6-fluoro-3,5-dimethoxyphenyl)-1H-pyrazolo[3,4-b]pyridin-3-yl]-2-cyclopropylisoindolin-1-one). Reaction SMILES: S(Cl)([Cl:4])(=O)=O.[CH:6]1([N:9]2[CH2:17][C:16]3[C:11](=[CH:12][CH:13]=[C:14]([C:18]4[C:26]5[C:21](=[N:22][C:23]([C:27]6[CH:32]=[C:31]([O:33][CH3:34])[CH:30]=[C:29]([O:35][CH3:36])[C:28]=6[F:37])=[CH:24][CH:25]=5)[N:20](C5CCCCO5)[N:19]=4)[CH:15]=3)[C:10]2=[O:44])[CH2:8][CH2:7]1>C(Cl)Cl.CO>[Cl:4][C:32]1[C:31]([O:33][CH3:34])=[CH:30][C:29]([O:35][CH3:36])=[C:28]([F:37])[C:27]=1[C:23]1[N:22]=[C:21]2[NH:20][N:19]=[C:18]([C:14]3[CH:15]=[C:16]4[C:11](=[CH:12][CH:13]=3)[C:10](=[O:44])[N:9]([CH:6]3[CH2:8][CH2:7]3)[CH2:17]4)[C:26]2=[CH:25][CH:24]=1. Procedure: Sulfuryl chloride (10. μL, 0.12 mmol) was added to a stirring solution of 2-cyclopropyl-5-[6-(2-fluoro-3,5-dimethoxyphenyl)-1-(tetrahydro-2H-pyran-2-yl)-1H-pyrazolo[3,4-b]pyridin-3-yl]isoindolin-1-one (65 mg, 0.12 mmol) in methylene chloride (1 mL). The mixture was stirred at r.t. for 30 min. It was concentrated to dryness. The solid was dissolved in methanol (0.3 mL). To the solution was added a solution of HCl previously prepared from acetyl chloride (0.15 mL) and methanol (0.15 mL). The mixtu... Reactants: ClC1=CC2=C(C(=N1)O[C@H](C)[C@@H]1CC(NC1)=O)N(C=N2)C ((R)-4-((R)-1-(6-chloro-3-methyl-3H-imidazo[4,5-c]pyridin-4-yloxy)ethyl)pyrrolidin-2-one), O[C@H](C)[C@@H]1CC(N(C1)[C@H](C)C1=CC=C(C=C1)OC)=O ((R)-4-((R)-1-hydroxyethyl)-1-((R)-1-(4-methoxyphenyl)ethyl)pyrrolidin-2-one), B(O)O (boronic acid), ester, C([O-])([O-])=O.[Cs+].[Cs+] (cesium carbonate), COCCOC (DME). The reagents and catalysts are PEPPSI-IPr. Solvent: O (water). Run at temperature 100 celsius. The product is CN1C=NC2=C1C(=NC(=C2)C2=CC=C(C=C2)N2CCNCC2)O[C@H](C)[C@@H]2CC(NC2)=O ((R)-4-((R)-1-(3-methyl-6-(4-(piperazin-1-yl)phenyl)-3H-imidazo[4,5-c]pyridin-4-yloxy)ethyl)pyrrolidin-2-one). RXN SMILES: Cl[C:2]1[N:7]=[C:6]([O:8][C@@H:9]([C@H:11]2[CH2:15][NH:14][C:13](=[O:16])[CH2:12]2)[CH3:10])[C:5]2[N:17]([CH3:20])[CH:18]=[N:19][C:4]=2[CH:3]=1.O[C@@H]([C@H]1CN([C@@H]([C:31]2[CH:36]=[CH:35][C:34](OC)=[CH:33][CH:32]=2)C)C(=O)C1)C.B(O)O.C(=O)([O-])[O-].[Cs+].[Cs+].CO[CH2:51][CH2:52]OC>O>[CH3:20][N:17]1[C:5]2[C:6]([O:8][C@@H:9]([C@H:11]3[CH2:15][NH:14][C:13](=[O:16])[CH2:12]3)[CH3:10])=[N:7][C:2]([C:31]3[CH:32]=[CH:33][C:34]([N:7]4[CH2:52][CH2:51][NH:17][CH2:5][CH2:6]4)=[CH:35][CH:36]=3)=[CH:3][C:4]=2[N:19]=[CH:18]1 |f:3.4.5|. Reported procedure: To an appropriate sized container charged with a magnetic stir bar, aryl halide 2.06, 2.58 or 2.62 (1 equiv), boronic acid or ester (1.2 equiv), cesium carbonate (3 equiv), and PEPPSI-IPr catalyst (0.1 equiv) were added and reagents were taken up in 2:1 DME:water. After evacuating and backfilling with argon, mixture was heated at 100° C. for one hour. After cooling to room temperature, mixture is poured into water and extracted with ethyl acetate. Combined organics were dried, filtered, and conc...